Dataset: the Open Reaction Database (ORD), a public repository of structured organic reaction records. Task: describe an organic reaction: reactants, conditions, products, and yield Reactants: 50-L, pyridinium bromide perbromide, 1-L, C(C)(=O)C1=C(SC(=C1)Cl)S(=O)(=O)N (3-acetyl-5-chloro-2-thiophenesulfonamide), C(C)(=O)OCC (ethyl acetate), S(O)(O)(=O)=O (Sulfuric acid). Solvent: O (water). Conditions: temperature 1 celsius, time 1 hour. The product is BrCC(=O)C1=C(SC(=C1)Cl)S(=O)(=O)N (3-Bromoacetyl-5-chloro-2-thiophenesulfonamide). Reaction SMILES: [C:1]([C:4]1[CH:8]=[C:7]([Cl:9])[S:6][C:5]=1[S:10]([NH2:13])(=[O:12])=[O:11])(=[O:3])[CH3:2].C(OCC)(=O)C.C1C=C[NH+]=CC=1.[Br:26][Br-]Br.S(=O)(=O)(O)O>O>[Br:26][CH2:2][C:1]([C:4]1[CH:8]=[C:7]([Cl:9])[S:6][C:5]=1[S:10]([NH2:13])(=[O:11])=[O:12])=[O:3] |f:2.3|. Procedure details: A 50-L, 5-necked flask equipped with a mechanical stirrer, a thermometer, and a 1-L addition funnel was charged with 3-acetyl-5-chloro-2-thiophenesulfonamide (3, 1.087 kg, 4.55 mol) and ethyl acetate (22L). The pale yellow suspension was cooled to 1° C. over 45 minutes using an ice-water bath, and 90% pyridinium bromide perbromide (1.305 kg, 3.67 mol) was added in one portion. Sulfuric acid (544 mL) was added via the addition funnel over 10 minutes causing the temperature to rise to 5° C. The re... Reactants: ClCC=1C(=NC=CC1)C1=CC=C(C=C1)Cl (3-(chloromethyl)-2-(4-chlorophenyl)pyridine), bis(trifluoroacetic acid), OC=1C(=CC(=NC1)OC)C=O (5-hydroxy-2-methoxypyridine-4-carbaldehyde), C([O-])([O-])=O.[K+].[K+] (potassium carbonate). The solvent is CC#N (CH3CN). Reaction conditions: temperature 70 celsius, time 4 hour. The product is ClC1=CC=C(C=C1)C1=NC=CC=C1COC=1C(=CC(=NC1)OC)C=O (5-[[2-(4-chlorophenyl)pyridin-3-yl]methoxy]-2-methoxypyridine-4-carbaldehyde). Reaction SMILES: Cl[CH2:2][C:3]1[C:4]([C:9]2[CH:14]=[CH:13][C:12]([Cl:15])=[CH:11][CH:10]=2)=[N:5][CH:6]=[CH:7][CH:8]=1.[OH:16][C:17]1[C:18]([CH:25]=[O:26])=[CH:19][C:20]([O:23][CH3:24])=[N:21][CH:22]=1.C(=O)([O-])[O-].[K+].[K+]>CC#N>[Cl:15][C:12]1[CH:13]=[CH:14][C:9]([C:4]2[C:3]([CH2:2][O:16][C:17]3[C:18]([CH:25]=[O:26])=[CH:19][C:20]([O:23][CH3:24])=[N:21][CH:22]=3)=[CH:8][CH:7]=[CH:6][N:5]=2)=[CH:10][CH:11]=1 |f:2.3.4|. Procedure details: Into a 50-mL round-bottom flask, was placed a solution of 3-(chloromethyl)-2-(4-chlorophenyl)pyridine (309 mg, 1.30 mmol, 1.00 equiv), 5-hydroxy-2-methoxypyridine-4-carbaldehyde (200 mg, 1.31 mmol, 1.00 equiv), and potassium carbonate (361 mg, 2.61 mmol, 2.00 equiv) in CH3CN (20 mL). The resulting solution was stirred for 4 h at 70° C., and then it was concentrated under vacuum. The crude product (300 mg) was purified by Prep-HPLC with the following conditions (Prep-HPLC-010): Column, SunFire Pr... Starting materials: CC1(NC(C(N1CCOCCOCCOCCOCCOCCOCCOCCOCCOCCOCCOCCOCCOCCOC)=O)(C)C)C (2,2,5,5-tetramethyl-3-(2,5,8,11,14,17,20,23,26,29,32,35,38,41-tetradecaoxatritetracontan-43-yl)imidazolidin-4-one), C(C)(C)(C)OCl (tert-butylhypochlorite). Solvent: CO (methanol). Run at temperature 0 celsius, time 1 hour. Product: ClN1C(N(C(C1(C)C)=O)CCOCCOCCOCCOCCOCCOCCOCCOCCOCCOCCOCCOCCOCCOC)(C)C (1-chloro-2,2,5,5-tetramethyl-3-(2,5,8,11,14,17,20,23,26,29,32,35,38,41-tetradecaoxatritetracontan-43-yl)imidazolidin-4-one). Yield: 78.9%. Reaction SMILES: [CH3:1][C:2]1([CH3:53])[N:6]([CH2:7][CH2:8][O:9][CH2:10][CH2:11][O:12][CH2:13][CH2:14][O:15][CH2:16][CH2:17][O:18][CH2:19][CH2:20][O:21][CH2:22][CH2:23][O:24][CH2:25][CH2:26][O:27][CH2:28][CH2:29][O:30][CH2:31][CH2:32][O:33][CH2:34][CH2:35][O:36][CH2:37][CH2:38][O:39][CH2:40][CH2:41][O:42][CH2:43][CH2:44][O:45][CH2:46][CH2:47][O:48][CH3:49])[C:5](=[O:50])[C:4]([CH3:52])([CH3:51])[NH:3]1.C(O[Cl:59])(C)(C)C>CO>[Cl:59][N:3]1[C:4]([CH3:52])([CH3:51])[C:5](=[O:50])[N:6]([CH2:7][CH2:8][O:9][CH2:10][CH2:11][O:12][CH2:13][CH2:14][O:15][CH2:16][CH2:17][O:18][CH2:19][CH2:20][O:21][CH2:22][CH2:23][O:24][CH2:25][CH2:26][O:27][CH2:28][CH2:29][O:30][CH2:31][CH2:32][O:33][CH2:34][CH2:35][O:36][CH2:37][CH2:38][O:39][CH2:40][CH2:41][O:42][CH2:43][CH2:44][O:45][CH2:46][CH2:47][O:48][CH3:49])[C:2]1([CH3:53])[CH3:1]. Procedure details: To a 0° C. solution of 2,2,5,5-tetramethyl-3-(2,5,8,11,14,17,20,23,26,29,32,35,38,41-tetradecaoxatritetracontan-43-yl)imidazolidin-4-one (1.13 g, 1.2 mmol) in methanol (150 ml) was added tert-butylhypochlorite (393 mg, 3.6 mmol). The mixture was stirred for 1 hour at 0° C. The reaction mixture was concentrated in vacuo, and crude material is purified by silica gel flash chromatography (0 to 10% methanol in dichloromethane) to give 764 mg (66%) of the title compound. 1H NMR (400 MHz, D2O) δ 3.70 ... As a reaction SMILES: [CH3:36][c:37]1[cH:38][cH:39][cH:40][cH:41][cH:42]1.[Cl:1][c:2]1[cH:3][c:4]([CH:14]([CH2:15][CH2:16][N:17]([CH2:18][CH3:19])[CH2:20][CH3:21])[OH:22])[cH:5][cH:6][c:7]1[CH:8]1[CH2:9][CH2:10][CH2:11][CH2:12][CH2:13]1.[NH3:35].[OH2:34].[c:23]1([CH3:24])[cH:25][cH:26][c:27]([S:28]([OH:29])(=[O:30])=[O:31])[cH:32][cH:33]1>>[Cl:1][c:2]1[cH:3][c:4]([CH:14]=[CH:15][CH2:16][N:17]([CH2:18][CH3:19])[CH2:20][CH3:21])[cH:5][cH:6][c:7]1[CH:8]1[CH2:9][CH2:10][CH2:11][CH2:12][CH2:13]1. Yields the product CCN(CC)CC=Cc1ccc(C2CCCCC2)c(Cl)c1. Starting materials: Cc1ccccc1, CCN(CC)CCC(O)c1ccc(C2CCCCC2)c(Cl)c1, N, O, Cc1ccc(S(=O)(=O)O)cc1. The reactants are CC(C(C)(C)O1)(C)OB1C2=CC=C(N(C)C3=C4C=CC=C3)C4=C2, ClC1=CC2=C(C=CN2)C=C1. Reagents/catalysts: CC(C)(C)C1=CC=C(C=C1)C2=CC=C(C=C2)C(C)(C)C, [O-]P(=O)([O-])[O-].[K+].[K+].[K+], CC(C1=CC(C(C)C)=C(C2=CC=CC=C2P(C3CCCCC3)C4CCCCC4)C(C(C)C)=C1)C.NC5=CC=CC=C5C6=CC=CC=[C-]6.Cl[Pd+]. Run in C1CCOC1, O (water), C1CCOC1. Run at temperature 25 celsius, time 24 hour. Product: CN1C2=CC=C(C3=CC4=C(C=C3)C=CN4)C=C2C5=C1C=CC=C5. The yield is 98.0%. Reactants: C(C1=CC=CC=C1)(=O)[O-].[Na+] (Sodium benzoate), ClCC(=O)CC(C)=O (Chloroacetylacetone), CCCCCC.C(C)(=O)OCC (hexane ethyl acetate). The solvent is CS(=O)C (DMSO), O (water), O (water). Reaction conditions: time 3 hour. Product: C(C)(=O)C(C(C)=O)OC(C1=CC=CC=C1)=O (benzoic acid 1-acetyl-2-oxo-propyl ester). Reaction SMILES: [C:1]([O-:9])(=[O:8])[C:2]1[CH:7]=[CH:6][CH:5]=[CH:4][CH:3]=1.[Na+].Cl[CH2:12][C:13]([CH2:15][C:16](=[O:18])[CH3:17])=[O:14].CCCCCC.C(OCC)(=O)C>CS(C)=O.O>[C:13]([CH:15]([O:8][C:1](=[O:9])[C:2]1[CH:7]=[CH:6][CH:5]=[CH:4][CH:3]=1)[C:16](=[O:18])[CH3:17])(=[O:14])[CH3:12] |f:0.1,3.4|. Procedure: Sodium benzoate (106.5 g, 0.74 mol) is suspended in 500 ml of dry DMSO in a three necked flask equipped with a mechanical stirrer and under a gentle stream of argon. Chloroacetylacetone (50 g, 0.37 mol) is then added and the resulting orange mixture is stirred vigorously. After 3 hours the reaction is complete (TLC hexane/ethyl acetate 8/2); the melange is cooled by means of iced water and diluted with 500 ml of water. The solution is then extracted into ether (3×400 ml), washed with water (2×1 ...